describe an organic reaction: reactants, conditions, products, and yield From a dataset of the Open Reaction Database (ORD), a public repository of structured organic reaction records. The reactants are C(CCC)C(C(=O)OCC)CC1=CC=C(C=C1)OCCNC(=O)C1=CC=C(C=C1)C1=CC(=CC=C1)COCOC (ethyl 2-butyl-3-[4-[2-(3′-methoxymethoxymethylbiphenyl-4-carbonylamino)ethoxy]phenyl]propionate), [OH-].[Na+] (sodium hydroxide). Yields the product C(CCC)C(C(=O)[O-])CC1=CC=C(C=C1)OCCNC(=O)C1=CC=C(C=C1)C1=CC(=CC=C1)COCOC.[Na+] (Sodium 2-butyl-3-[4-[2-(3′-methoxymethoxymethylbiphenyl-4-carbonylamino)ethoxy]phenyl]propionate). Reaction SMILES: [CH2:1]([CH:5]([CH2:11][C:12]1[CH:17]=[CH:16][C:15]([O:18][CH2:19][CH2:20][NH:21][C:22]([C:24]2[CH:29]=[CH:28][C:27]([C:30]3[CH:35]=[CH:34][CH:33]=[C:32]([CH2:36][O:37][CH2:38][O:39][CH3:40])[CH:31]=3)=[CH:26][CH:25]=2)=[O:23])=[CH:14][CH:13]=1)[C:6]([O:8]CC)=[O:7])[CH2:2][CH2:3][CH3:4].[OH-].[Na+:42]>>[CH2:1]([CH:5]([CH2:11][C:12]1[CH:13]=[CH:14][C:15]([O:18][CH2:19][CH2:20][NH:21][C:22]([C:24]2[CH:25]=[CH:26][C:27]([C:30]3[CH:35]=[CH:34][CH:33]=[C:32]([CH2:36][O:37][CH2:38][O:39][CH3:40])[CH:31]=3)=[CH:28][CH:29]=2)=[O:23])=[CH:16][CH:17]=1)[C:6]([O-:8])=[O:7])[CH2:2][CH2:3][CH3:4].[Na+:42] |f:1.2,3.4|. Procedure: In a similar manner to that described in Example 2, a reaction was carried out using ethyl 2-butyl-3-[4-[2-(3′-methoxymethoxymethylbiphenyl-4-carbonylamino)ethoxy]phenyl]propionate (573 mg), which is the product of Reference example 15(d), and aqueous sodium hydroxide (1N, 2.00 ml) and the reaction mixture was treated to afford the desired compound (472 mg) as a white powder. Reactants: C1(=CC=CC=C1)CC(=O)N[C@@H]1C(NOC1)=O ((4S)-4-phenylacetamido-3-isoxazolidinone), C(C)(=O)NCCSC(C(C(=O)OCC1=CC=C(C=C1)[N+](=O)[O-])=O)CC(=O)[O-] (1-(4-nitrobenzyl) 3-(2-acetamidoethylthio)-2-oxoglutarate), C(C)OC(=O)N1C(C=CC2=CC=CC=C12)OCC (1-ethoxycarbonyl-2-ethoxy-1,2-dihydroquinoline). Run in ClCCl (dichloromethane). Run at time 5.5 hour. Product: C1(=CC=CC=C1)CC(=O)N[C@@H]1C(N(OC1)C1(OC(CC1SCCNC(C)=O)=O)C(=O)OCC1=CC=C(C=C1)[N+](=O)[O-])=O (4-nitrobenzyl 2-[(4S)-4-phenylacetamido-3-oxo-2-isoxazolidinyl]-3-(2acetamidoethylthio)-5-oxo-2-tetrahydrofurancarboxylate). Yield: 57.3%. As a reaction SMILES: [C:1]1([CH2:7][C:8]([NH:10][C@H:11]2[CH2:15][O:14][NH:13][C:12]2=[O:16])=[O:9])[CH:6]=[CH:5][CH:4]=[CH:3][CH:2]=1.[C:17]([NH:20][CH2:21][CH2:22][S:23][CH:24]([CH2:40][C:41]([O-:43])=[O:42])[C:25](=O)[C:26]([O:28][CH2:29][C:30]1[CH:35]=[CH:34][C:33]([N+:36]([O-:38])=[O:37])=[CH:32][CH:31]=1)=[O:27])(=[O:19])[CH3:18].C(OC(N1C2C(=CC=CC=2)C=CC1OCC)=O)C>ClCCl>[C:1]1([CH2:7][C:8]([NH:10][C@H:11]2[CH2:15][O:14][N:13]([C:25]3([C:26]([O:28][CH2:29][C:30]4[CH:31]=[CH:32][C:33]([N+:36]([O-:38])=[O:37])=[CH:34][CH:35]=4)=[O:27])[CH:24]([S:23][CH2:22][CH2:21][NH:20][C:17](=[O:19])[CH3:18])[CH2:40][C:41](=[O:42])[O:43]3)[C:12]2=[O:16])=[O:9])[CH:6]=[CH:5][CH:4]=[CH:3][CH:2]=1. Reported procedure: In 5 ml of dichloromethane were suspended 48 mg of (4S)-4-phenylacetamido-3-isoxazolidinone and 95 mg of the Compound (70) obtained in Example 70. To the suspension was added 71 mg of 1-ethoxycarbonyl-2-ethoxy-1,2-dihydroquinoline. The mixture was stirred for 5.5 hours at room temperature. The solvent was evaporated off, and the residue was subjected to a silica gel column chromatography, followed by elution with ethyl acetate to give 75 mg of the subject Compound (71) as a colorless oily produc... Reactants: CC(CN1CCOCC1)(C)N1C=NC(=C1)NC(C(CCC)N)=O (2-Amino-pentanoic acid [1-(1,1-dimethyl-2-morpholin-4-yl-ethyl)-1H-imidazol-4-yl]-amide), ClC=1C=C2CCC(CC2=C(C1)Cl)=O (6,8-Dichloro-3,4-dihydro-1H-naphthalen-2-one). The product is CC(CN1CCOCC1)(C)N1C=NC(=C1)NC(C(CCC)NC1CC2=C(C=C(C=C2CC1)Cl)Cl)=O (2-(6,8-Dichloro-1,2,3,4-tetrahydro-naphthalen-2-ylamino)-pentanoic acid [1-(1,1-dimethyl-2-morpholin-4-yl-ethyl)-1H-imidazol-4-yl]-amide). As a reaction SMILES: [CH3:1][C:2]([N:11]1[CH:15]=[C:14]([NH:16][C:17](=[O:23])[CH:18]([NH2:22])[CH2:19][CH2:20][CH3:21])[N:13]=[CH:12]1)([CH3:10])[CH2:3][N:4]1[CH2:9][CH2:8][O:7][CH2:6][CH2:5]1.[Cl:24][C:25]1[CH:26]=[C:27]2[C:32](=[C:33]([Cl:35])[CH:34]=1)[CH2:31][C:30](=O)[CH2:29][CH2:28]2>>[CH3:1][C:2]([N:11]1[CH:15]=[C:14]([NH:16][C:17](=[O:23])[CH:18]([NH:22][CH:30]2[CH2:29][CH2:28][C:27]3[C:32](=[C:33]([Cl:35])[CH:34]=[C:25]([Cl:24])[CH:26]=3)[CH2:31]2)[CH2:19][CH2:20][CH3:21])[N:13]=[CH:12]1)([CH3:10])[CH2:3][N:4]1[CH2:5][CH2:6][O:7][CH2:8][CH2:9]1. Procedure: 2-Amino-pentanoic acid [1-(1,1-dimethyl-2-morpholin-4-yl-ethyl)-1H-imidazol-4-yl]-amide was reacted with 6,8-Dichloro-3,4-dihydro-1H-naphthalen-2-one to provide the title compound: C13 NMR (100 MHz, CDCl3) 14.2, 19.5, 25.9, 26.0, 28.5, 29.4, 34.0, 34.6, 36.5, 52.7, 53.4, 55.5, 58.9, 60.9, 67.5, 68.9, 104.6, 126.7, 127.2, 127.3, 131.2, 131.4, 131.8, 137.4, 139.9. Starting materials: CCOC(=O)c1cn(-c2ccc3c(c2)CCC3)c2nc(S(C)(=O)=O)ncc2c1=O, CN(C)Cc1cccc(N)c1, CC(C)O. The product is CCOC(=O)c1cn(-c2ccc3c(c2)CCC3)c2nc(Nc3cccc(CN(C)C)c3)ncc2c1=O. As a reaction SMILES: [CH2:1]([CH3:2])[O:3][C:4](=[O:5])[c:6]1[c:7](=[O:29])[c:8]2[c:9]([n:10][c:11]([S:14]([CH3:15])(=[O:16])=[O:17])[n:12][cH:13]2)[n:18](-[c:20]2[cH:21][c:22]3[c:26]([cH:27][cH:28]2)[CH2:25][CH2:24][CH2:23]3)[cH:19]1.[CH3:30][N:31]([CH3:32])[CH2:33][c:34]1[cH:35][c:36]([NH2:40])[cH:37][cH:38][cH:39]1.[CH:41]([OH:42])([CH3:43])[CH3:44]>>[CH2:1]([CH3:2])[O:3][C:4](=[O:5])[c:6]1[c:7](=[O:29])[c:8]2[c:9]([n:10][c:11]([NH:40][c:36]3[cH:35][c:34]([CH2:33][N:31]([CH3:30])[CH3:32])[cH:39][cH:38][cH:37]3)[n:12][cH:13]2)[n:18](-[c:20]2[cH:21][c:22]3[c:26]([cH:27][cH:28]2)[CH2:25][CH2:24][CH2:23]3)[cH:19]1.